This data is from the Open Reaction Database (ORD), a public repository of structured organic reaction records. The task is: describe an organic reaction: reactants, conditions, products, and yield Reactants: FC(C=1NC2=CC=CC=C2C1)(F)F (2-trifluoromethyl-1H-indole), BrC#CC (bromo-propyne), P(=O)([O-])(O)O.[Na+] (monosodium phosphate), [H-].[Na+] (sodium hydride), 2-bromo-propyne. Run in O1CCCC1 (tetrahydrofuran). Conditions: time 2 minute. The product is C(C#C)N1C(=CC2=CC=CC=C12)C(F)(F)F (1-(2-propynyl)-2-trifluoromethyl-(1H)-indole). Reaction SMILES: [F:1][C:2]([F:13])([F:12])[C:3]1[NH:4][C:5]2[C:10]([CH:11]=1)=[CH:9][CH:8]=[CH:7][CH:6]=2.[H-].[Na+].Br[C:17]#[C:18][CH3:19].P(O)(O)([O-])=O.[Na+]>O1CCCC1>[CH2:19]([N:4]1[C:5]2[C:10](=[CH:9][CH:8]=[CH:7][CH:6]=2)[CH:11]=[C:3]1[C:2]([F:1])([F:12])[F:13])[C:18]#[CH:17] |f:1.2,4.5|. Procedure details: 8.57 g of 2-trifluoromethyl-1H-indole described in J. Org. Chem. (1983) 48-3233 and 10 ml of tetrahydrofuran were mixed together under an inert atmosphere at +5° C. and after 15 minutes, 2.4 g of sodium hydride in oil were added. After 2 minutes, 4.5 ml of 2-bromo-propyne were introduced and the resulting mixture was stirred for 30 minutes at +5° C., then for one hour at 25° C. Another 4.5 ml of bromo-propyne were added and the mixture was stirred for 4 hours and then poured into an iced solutio... Starting materials: B, B, COc1ccc(Cn2c(=O)ccc3cc(Br)ccc32)cc1, CC(=O)[O-], [K+], CN(C)C=O, CC(C)(O)C(C)(C)O. Yields the product COc1ccc(Cn2c(=O)ccc3cc(B4OC(C)(C)C(C)(C)O4)ccc32)cc1. As a reaction SMILES: [B:6].[B:7].[CH3:16][O:17][c:18]1[cH:19][cH:20][c:21]([CH2:22][n:23]2[c:24](=[O:34])[cH:25][cH:26][c:27]3[cH:28][c:29]([Br:33])[cH:30][cH:31][c:32]23)[cH:35][cH:36]1.[CH3:2][C:3](=[O:4])[O-:5].[K+:1].[O:37]=[CH:38][N:39]([CH3:40])[CH3:41].[OH:8][C:9]([CH3:10])([CH3:11])[C:12]([CH3:13])([CH3:14])[OH:15]>>[B:6]1([c:29]2[cH:28][c:27]3[cH:26][cH:25][c:24](=[O:34])[n:23]([CH2:22][c:21]4[cH:20][cH:19][c:18]([O:17][CH3:16])[cH:36][cH:35]4)[c:32]3[cH:31][cH:30]2)[O:8][C:9]([CH3:10])([CH3:11])[C:12]([CH3:13])([CH3:14])[O:15]1. Isolated yield 33.6%. The reagents and catalysts are [O-2].[O-2].[O-2].[O-2].[O-2].[V+5].[V+5] (divanadium pentoxide). Conditions: temperature 30 celsius. As a reaction SMILES: [C:1]1([C:3](=[CH:5][CH:6]=[CH:7][CH:8]=1)[OH:4])[OH:2].S(=O)(=O)(O)O>[O-2].[O-2].[O-2].[O-2].[O-2].[V+5].[V+5].O>[OH:2][C:1]1[C:3]([OH:4])=[CH:5][C:6]2[C:7]3[C:6](=[CH:5][C:3]([OH:4])=[C:1]([OH:2])[CH:8]=3)[C:7]3[C:6](=[CH:5][C:3]([OH:4])=[C:1]([OH:2])[CH:8]=3)[C:7]=2[CH:8]=1 |f:2.3.4.5.6.7.8|. Yields the product OC1=CC=2C3=CC(=C(C=C3C3=CC(=C(C=C3C2C=C1O)O)O)O)O (2,3,6,7,10,11-hexahydroxytriphenylene). Procedure: Catechol (22.0 g, 0.2 moles) and divanadium pentoxide (vanadium (V) oxide) (36.4 g, 0.2 moles) were added into water (110 mL), and 98% sulfuric acid (440 g, 4.4 moles) was added dropwise to the solution while temperature of the solution was maintained at 30° C. or lower, to adjust the concentration in percent by weight of sulfuric acid in the reaction system at 80%. The solution was reacted at 30° C. for 6 hours with stirring. After completion of the reaction, water (500 mL) was added dropwise t... Reactants: C=1(O)C(O)=CC=CC1 (Catechol), S(O)(O)(=O)=O (sulfuric acid). The solvent is O (water), O (water). Starting materials: C(C)NC(=O)NC1=CC=C(C=C1)C=1N=C(C2=C(N1)CNCC2)N2[C@H](COCC2)C ((S)-1-ethyl-3-(4-(4-(3-methylmorpholino)-5,6,7,8-tetrahydropyrido[3,4-d]pyrimidin-2-yl)phenyl)urea), C(C)(=O)N1CCC(CC1)=O (1-acetylpiperidin-4-one). The product is C(C)(=O)N1CCC(CC1)N1CC=2N=C(N=C(C2CC1)N1[C@H](COCC1)C)C1=CC=C(C=C1)NC(=O)NCC ((S)-1-(4-(7-(1-acetylpiperidin-4-yl)-4-(3-methylmorpholino)-5,6,7,8-tetrahydropyrido[3,4-d]pyrimidin-2-yl)phenyl)-3-ethylurea). As a reaction SMILES: [CH2:1]([NH:3][C:4]([NH:6][C:7]1[CH:12]=[CH:11][C:10]([C:13]2[N:14]=[C:15]([N:23]3[CH2:28][CH2:27][O:26][CH2:25][C@@H:24]3[CH3:29])[C:16]3[CH2:22][CH2:21][NH:20][CH2:19][C:17]=3[N:18]=2)=[CH:9][CH:8]=1)=[O:5])[CH3:2].[C:30]([N:33]1[CH2:38][CH2:37][C:36](=O)[CH2:35][CH2:34]1)(=[O:32])[CH3:31]>>[C:30]([N:33]1[CH2:38][CH2:37][CH:36]([N:20]2[CH2:21][CH2:22][C:16]3[C:15]([N:23]4[CH2:28][CH2:27][O:26][CH2:25][C@@H:24]4[CH3:29])=[N:14][C:13]([C:10]4[CH:9]=[CH:8][C:7]([NH:6][C:4]([NH:3][CH2:1][CH3:2])=[O:5])=[CH:12][CH:11]=4)=[N:18][C:17]=3[CH2:19]2)[CH2:35][CH2:34]1)(=[O:32])[CH3:31]. Procedure: Compound ef was synthesized according to the procedure described in Example 8 reacting (S)-1-ethyl-3-(4-(4-(3-methylmorpholino)-5,6,7,8-tetrahydropyrido[3,4-d]pyrimidin-2-yl)phenyl)urea with 1-acetylpiperidin-4-one. LC-MS: m/z=+522 (M+H)+. Starting materials: ClC=1C=CC(=C(C#N)C1)OC[C@H](COC(C1=CC=CC=C1)(C1=CC=CC=C1)C1=CC=CC=C1)F (5-Chloro-2-[[(2R)-2-fluoro-3-(trityloxy)propyl]oxy]benzonitrile), [OH-].[Na+] (sodium hydroxide), C=1(C(=CC=CC1)CO)C (toluene-methanol), S(O)(O)(=O)=O (sulfuric acid). Conditions: temperature 60 celsius, time 18.5 hour. The product is ClC=1C=CC(=C(C#N)C1)OC[C@H](CO)F (5-Chloro-2-[((2S)-2-fluoro-3-hydroxypropyl)oxy]benzonitrile). The yield is 88.0%. Reaction SMILES: [Cl:1][C:2]1[CH:3]=[CH:4][C:5]([O:10][CH2:11][C@@H:12]([F:34])[CH2:13][O:14]C(C2C=CC=CC=2)(C2C=CC=CC=2)C2C=CC=CC=2)=[C:6]([CH:9]=1)[C:7]#[N:8].C1(C)C(CO)=CC=CC=1.S(=O)(=O)(O)O.[OH-].[Na+]>>[Cl:1][C:2]1[CH:3]=[CH:4][C:5]([O:10][CH2:11][C@@H:12]([F:34])[CH2:13][OH:14])=[C:6]([CH:9]=1)[C:7]#[N:8] |f:3.4|. Procedure details: 5-Chloro-2-[[(2R)-2-fluoro-3-(trityloxy)propyl]oxy]benzonitrile (460 g, 0.97 mol) was suspended in a toluene-methanol mixture (4.8 L/3.22 L) at room temperature and then concentrated sulfuric acid (3.1 mL, 0.06 mol) was added to the reaction mixture, followed by stirring the reaction mixture at the same temperature for 18.5 hours. A 1N sodium hydroxide aqueous solution was added to the reaction mixture at room temperature to adjust the pH to 14 or more, followed by subjecting the reaction mixtur... The reactants are C(#N)C=1C=C2C(CCOC2=CC1OC1=CC=C(C=C1)C(NC1=NC(=CC=C1)C1=CC(=C(C=C1)C)C)=O)C(=O)OC (methyl 6-cyano-7-(4-(6-(3,4-dimethylphenyl)pyridin-2-ylcarbamoyl)phenoxy)-chroman-4-carboxylate), O.[OH-].[Li+] (lithium hydroxide monohydrate), O (water), Cl (HCl), O1CCOCC1 (1,4-dioxane). Solvent: C1CCOC1 (THF). Run at time 3 day. The product is C(#N)C=1C=C2C(CCOC2=CC1OC1=CC=C(C=C1)C(NC1=NC(=CC=C1)C1=CC(=C(C=C1)C)C)=O)C(=O)O (6-cyano-7-(4-(6-(3,4-dimethylphenyl)pyridin-2-ylcarbamoyl)phenoxy)chroman-4-carboxylic acid). Isolated yield 86.0%. RXN SMILES: [C:1]([C:3]1[CH:4]=[C:5]2[C:10](=[CH:11][C:12]=1[O:13][C:14]1[CH:19]=[CH:18][C:17]([C:20](=[O:36])[NH:21][C:22]3[CH:27]=[CH:26][CH:25]=[C:24]([C:28]4[CH:33]=[CH:32][C:31]([CH3:34])=[C:30]([CH3:35])[CH:29]=4)[N:23]=3)=[CH:16][CH:15]=1)[O:9][CH2:8][CH2:7][CH:6]2[C:37]([O:39]C)=[O:38])#[N:2].O.[OH-].[Li+].O.Cl.O1CCOCC1>C1COCC1>[C:1]([C:3]1[CH:4]=[C:5]2[C:10](=[CH:11][C:12]=1[O:13][C:14]1[CH:19]=[CH:18][C:17]([C:20](=[O:36])[NH:21][C:22]3[CH:27]=[CH:26][CH:25]=[C:24]([C:28]4[CH:33]=[CH:32][C:31]([CH3:34])=[C:30]([CH3:35])[CH:29]=4)[N:23]=3)=[CH:16][CH:15]=1)[O:9][CH2:8][CH2:7][CH:6]2[C:37]([OH:39])=[O:38])#[N:2] |f:1.2.3|. Procedure details: A mixture of methyl 6-cyano-7-(4-(6-(3,4-dimethylphenyl)pyridin-2-ylcarbamoyl)phenoxy)-chroman-4-carboxylate (51.1 mg, 0.09577 mmol), 1.0 M lithium hydroxide monohydrate solution in water (191.5 μl, 0.1915 mmol), and THF (1.5 ml) was stirred for 3 days at ambient temperature. The mixture was quenched with 4.0 M HCl solution in 1,4-dioxane (71.83 μl, 0.2873 mmol). The mixture was purified on silica gel (MeOH in dichloromethane gradient with 1% acetic acid) to provide 42.8 mg of the title compound...